This data is from the Open Reaction Database (ORD), a public repository of structured organic reaction records. The task is: describe an organic reaction: reactants, conditions, products, and yield Reactants: O=C(Cl)CCCBr, CC12CC3(C)CC(O)(C1)CC(NC(=O)OCc1ccccc1)(C2)C3, CN(C)C=O. Yields the product CC12CC3(C)CC(NC(=O)OCc4ccccc4)(C1)CC(OC(=O)CCCBr)(C2)C3. RXN SMILES: [Br:25][CH2:26][CH2:27][CH2:28][C:29](=[O:30])[Cl:31].[CH2:1]([c:2]1[cH:3][cH:4][cH:5][cH:6][cH:7]1)[O:8][C:9](=[O:10])[NH:11][C:12]12[CH2:13][C:14]3([CH3:24])[CH2:15][C:16]([CH3:23])([CH2:17][C:18]([OH:21])([CH2:19]1)[CH2:20]3)[CH2:22]2.[O:32]=[CH:33][N:34]([CH3:35])[CH3:36]>>[CH2:1]([c:2]1[cH:3][cH:4][cH:5][cH:6][cH:7]1)[O:8][C:9](=[O:10])[NH:11][C:12]12[CH2:13][C:14]3([CH3:24])[CH2:15][C:16]([CH3:23])([CH2:17][C:18]([O:21][C:29]([CH2:28][CH2:27][CH2:26][Br:25])=[O:30])([CH2:19]1)[CH2:20]3)[CH2:22]2.